This data is from the Open Reaction Database (ORD), a public repository of structured organic reaction records. The task is: describe an organic reaction: reactants, conditions, products, and yield The reactants are BrC1=CC(=C2N=CC=NC2=C1)OC1CCC(CC1)N1C(C2=CC=CC=C2C1=O)=O (2-[4-(7-bromoquinoxalin-5-yl)oxycyclohexyl]isoindoline-1,3-dione), Cl.C12CNCC(O1)C2 (6-oxa-3-azabicyclo[3.1.1]heptane HCl), C([O-])([O-])=O.[Cs+].[Cs+] (cesium carbonate), C=1C=CC(=CC1)P(C=2C=CC=CC2)C3=CC=C4C=CC=CC4=C3C5=C6C=CC=CC6=CC=C5P(C=7C=CC=CC7)C=8C=CC=CC8 (rac-BINAP). Reagents/catalysts: C=1C=CC(=CC1)/C=C/C(=O)/C=C/C2=CC=CC=C2.C=1C=CC(=CC1)/C=C/C(=O)/C=C/C2=CC=CC=C2.C=1C=CC(=CC1)/C=C/C(=O)/C=C/C2=CC=CC=C2.[Pd].[Pd] (Pd2(dba)3). Solvent: O1CCOCC1 (dioxane), C(Cl)Cl (methylene chloride). Reaction conditions: temperature 70 celsius, time 8 hour. Yields the product C12CN(CC(O1)C2)C2=CC(=C1N=CC=NC1=C2)OC2CCC(CC2)N2C(C1=CC=CC=C1C2=O)=O (2-[4-[7-(6-oxa-3-azabicyclo[3.1.1]heptan-3-yl)quinoxalin-5-yl]oxycyclohexyl]isoindoline-1,3-dione). Yield: 120.0%. As a reaction SMILES: Br[C:2]1[CH:11]=[C:10]2[C:5]([N:6]=[CH:7][CH:8]=[N:9]2)=[C:4]([O:12][CH:13]2[CH2:18][CH2:17][CH:16]([N:19]3[C:27](=[O:28])[C:26]4[C:21](=[CH:22][CH:23]=[CH:24][CH:25]=4)[C:20]3=[O:29])[CH2:15][CH2:14]2)[CH:3]=1.Cl.[CH:31]12[CH2:37][CH:35]([O:36]1)[CH2:34][NH:33][CH2:32]2.C(=O)([O-])[O-].[Cs+].[Cs+].C1C=CC(P(C2C(C3C(P(C4C=CC=CC=4)C4C=CC=CC=4)=CC=C4C=3C=CC=C4)=C3C(C=CC=C3)=CC=2)C2C=CC=CC=2)=CC=1>O1CCOCC1.C(Cl)Cl.C1C=CC(/C=C/C(/C=C/C2C=CC=CC=2)=O)=CC=1.C1C=CC(/C=C/C(/C=C/C2C=CC=CC=2)=O)=CC=1.C1C=CC(/C=C/C(/C=C/C2C=CC=CC=2)=O)=CC=1.[Pd].[Pd]>[CH:35]12[CH2:37][CH:31]([O:36]1)[CH2:32][N:33]([C:2]1[CH:11]=[C:10]3[C:5]([N:6]=[CH:7][CH:8]=[N:9]3)=[C:4]([O:12][CH:13]3[CH2:18][CH2:17][CH:16]([N:19]4[C:27](=[O:28])[C:26]5[C:21](=[CH:22][CH:23]=[CH:24][CH:25]=5)[C:20]4=[O:29])[CH2:15][CH2:14]3)[CH:3]=1)[CH2:34]2 |f:1.2,3.4.5,9.10.11.12.13|. Procedure details: A mixture of 2-[4-(7-bromoquinoxalin-5-yl)oxycyclohexyl]isoindoline-1,3-dione (1 g, 2.211 mmol), 6-oxa-3-azabicyclo[3.1.1]heptane HCl (180 mg, 1.328 mmol), cesium carbonate (2.161 g, 6.633 mmol), Pd2(dba)3 (202.5 mg, 0.2211 mmol) and rac-BINAP (275.3 mg, 0.4422 mmol) in dioxane (5 mL) was stirred overnight at 70° C., then heated in a microwave reactor for 15 min at 150° C. The reaction was then diluted with methylene chloride, filtered though Celite, and concentrated. Silica gel flash column chr... Reactants: BrC1=C(C(=C(C=C1)C1=NNC=N1)F)C (3-(4-bromo-2-fluoro-3-methylphenyl)-1H-1,2,4-triazole), O1CCCC=C1 (3,4-dihydro-2H-pyran). Reagents/catalysts: CS(=O)(=O)O (Methanesulfonic acid). Solvent: O1CCCC1 (tetrahydrofuran), C(C)(=O)OCC (ethyl acetate). Conditions: temperature 85 celsius, time 20 hour. The product is BrC1=C(C(=C(C=C1)C1=NN=CN1C1OCCCC1)F)C (3-(4-Bromo-2-fluoro-3-methylphenyl)-4-(tetrahydro-2H-pyran-2-yl)-4H-1,2,4-triazole). Yield: 94.8%. RXN SMILES: [Br:1][C:2]1[CH:7]=[CH:6][C:5]([C:8]2[N:12]=[CH:11][NH:10][N:9]=2)=[C:4]([F:13])[C:3]=1[CH3:14].[O:15]1[CH:20]=[CH:19][CH2:18][CH2:17][CH2:16]1>O1CCCC1.C(OCC)(=O)C.CS(O)(=O)=O>[Br:1][C:2]1[CH:7]=[CH:6][C:5]([C:8]2[N:12]([CH:16]3[CH2:17][CH2:18][CH2:19][CH2:20][O:15]3)[CH:11]=[N:10][N:9]=2)=[C:4]([F:13])[C:3]=1[CH3:14]. Procedure: Methanesulfonic acid (0.090 mL, 1.390 mmol) was added to a stirred solution of 3-(4-bromo-2-fluoro-3-methylphenyl)-1H-1,2,4-triazole (7.0 g, 27.3 mmol) and 3,4-dihydro-2H-pyran (12.68 mL, 139 mmol) in tetrahydrofuran (33 mL). The resulting mixture stirred at 85° C. under a reflux condenser under nitrogen for 20 h. The mixture was diluted with ethyl acetate and washed with saturated aqueous sodium bicarbonate and brine. The organic layer was dried over magnesium sulfate, filtered and concentrated... Starting materials: CCCCCNc1c(F)cc(F)c2oc(-c3ccc(N(CCCN=[N+]=[N-])C(C)=O)c(F)c3)cc(=O)c12, Cl, C1COCCO1, O. Product: CCCCCNc1c(F)cc(F)c2oc(-c3ccc(NCCCN=[N+]=[N-])c(F)c3)cc(=O)c12. As a reaction SMILES: [C:1](=[O:2])([CH3:3])[N:4]([CH2:5][CH2:6][CH2:7][N:8]=[N+:9]=[N-:10])[c:11]1[c:12]([F:36])[cH:13][c:14](-[c:17]2[o:18][c:19]3[c:20]([c:21](=[O:23])[cH:22]2)[c:24]([NH:30][CH2:31][CH2:32][CH2:33][CH2:34][CH3:35])[c:25]([F:29])[cH:26][c:27]3[F:28])[cH:15][cH:16]1.[ClH:44].[O:38]1[CH2:39][CH2:40][O:41][CH2:42][CH2:43]1.[OH2:37]>>[NH:4]([CH2:5][CH2:6][CH2:7][N:8]=[N+:9]=[N-:10])[c:11]1[c:12]([F:36])[cH:13][c:14](-[c:17]2[o:18][c:19]3[c:20]([c:21](=[O:23])[cH:22]2)[c:24]([NH:30][CH2:31][CH2:32][CH2:33][CH2:34][CH3:35])[c:25]([F:29])[cH:26][c:27]3[F:28])[cH:15][cH:16]1. Yields the product O1C(=CC=C1)C1=NN2C(NC=3C=CC=CC3C2=N1)=N (2-(2-furyl)-5-imino-5,6-dihydro[1,2,4]triazolo[1,5-c]quinazoline). Reaction SMILES: [O:1]1[CH:5]=[CH:4][CH:3]=[C:2]1[C:6]1[N:18]=[C:17]2[N:8]([C:9](SC)=[N:10][C:11]3[CH:12]=[CH:13][CH:14]=[CH:15][C:16]=32)[N:7]=1.[NH3:21]>[OH-].[NH4+]>[O:1]1[CH:5]=[CH:4][CH:3]=[C:2]1[C:6]1[N:18]=[C:17]2[N:8]([C:9](=[NH:21])[NH:10][C:11]3[CH:12]=[CH:13][CH:14]=[CH:15][C:16]=32)[N:7]=1 |f:2.3|. The solvent is [OH-].[NH4+] (ammonium hydroxide). Reactants: O1C(=CC=C1)C1=NN2C(=NC=3C=CC=CC3C2=N1)SC (2-(2-furyl)-5-methylthio-[1,2,4]triazolo[1,5-c]quinazoline), N (ammonia), stainless steel. Procedure: As in Example 37, 2-(2-furyl)-5-methylthio-[1,2,4]triazolo[1,5-c]quinazoline is reacted with ammonium hydroxide (200 ml) saturated with ammonia at 0° in the stainless steel pressure vessel at 150° and 220 p.s.i. over six hours to afford 2-(2-furyl)-5-imino-5,6-dihydro[1,2,4]triazolo[1,5-c]quinazoline, mp 282°-285° after methanol recrystallization. Starting materials: CCO, CCOC=O, Cc1cc(Nc2nc(C(N)c3ccc(F)cc3)nc3ccccc23)n[nH]1. Yields the product Cc1cc(Nc2nc(C(NC=O)c3ccc(F)cc3)nc3ccccc23)n[nH]1. As a reaction SMILES: [CH3:27][CH2:28][OH:29].[CH:30]([O:31][CH2:32][CH3:33])=[O:34].[NH2:1][CH:2]([c:3]1[n:4][c:5]2[cH:6][cH:7][cH:8][cH:9][c:10]2[c:11]([NH:13][c:14]2[n:15][nH:16][c:17]([CH3:19])[cH:18]2)[n:12]1)[c:20]1[cH:21][cH:22][c:23]([F:26])[cH:24][cH:25]1>>[NH:1]([CH:2]([c:3]1[n:4][c:5]2[cH:6][cH:7][cH:8][cH:9][c:10]2[c:11]([NH:13][c:14]2[n:15][nH:16][c:17]([CH3:19])[cH:18]2)[n:12]1)[c:20]1[cH:21][cH:22][c:23]([F:26])[cH:24][cH:25]1)[CH:28]=[O:29].